Task: describe an organic reaction: reactants, conditions, products, and yield. Dataset: the Open Reaction Database (ORD), a public repository of structured organic reaction records The reactants are C(=C)N1C(CCC1)=O.CN(C)CCCC=C(C(=O)N)C (vinylpyrrolidone dimethylaminopropylmethacrylamide), CC(=C)C(=O)NCCC[N+](C)(C)C.C=CN1CCCC1=O.[Cl-] (GAFQUAT HS100), methacryloyloxy(C1-C4)alkyltri(C1-C4)alkylammonium. Product: C(C(=C)C)(=O)OCCN(C)C (dimethylaminoethyl methacrylate). RXN SMILES: [CH:1]([N:3]1[CH2:7][CH2:6]C[C:4]1=O)=C.CN(CCC[CH:15]=[C:16]([CH3:20])[C:17](N)=[O:18])C.CC(C(NCCC[N+](C)(C)C)=[O:25])=C.C=CN1C(=O)CCC1.[Cl-]>>[C:17]([O:25][CH2:6][CH2:7][N:3]([CH3:1])[CH3:4])(=[O:18])[C:16]([CH3:20])=[CH2:15] |f:0.1,2.3.4|. Procedure: quaternized vinylpyrrolidone/dimethylaminopropylmethacrylamide copolymers such as the product sold under the name GAFQUAT HS100 by the company ISP, and crosslinked polymers of methacryloyloxy(C1-C4)alkyltri(C1-C4)alkylammonium salts such as the polymers obtained by homopolymerization of dimethylaminoethyl methacrylate quaternized with methyl chloride, or by copolymerization of acrylamide with dimethylaminoethyl methacrylate quaternized with methyl chloride, the homo- or copolymerization being fo... The reactants are ClC(CC(O)CCCCCC)=C (2-chloroallyl-n-hexylcarbinol), Cl (hydrochloric acid), [OH-].[Na+] (sodium hydroxide), resultant mixture. Run in CN(C=O)C (N,N-dimethylformamide). Yields the product C(CCCCC)C(O)CC#C (n-hexylpropargylcarbinol). The yield is 97.0%. As a reaction SMILES: Cl[C:2](=[CH2:12])[CH2:3][CH:4]([CH2:6][CH2:7][CH2:8][CH2:9][CH2:10][CH3:11])[OH:5].[OH-].[Na+].Cl>CN(C)C=O>[CH2:6]([CH:4]([CH2:3][C:2]#[CH:12])[OH:5])[CH2:7][CH2:8][CH2:9][CH2:10][CH3:11] |f:1.2|. Procedure: 20.00 Grams of the 2-chloroallyl-n-hexylcarbinol obtained above were dissolved in 200 g of N,N-dimethylformamide, and 8.39 g of sodium hydroxide in a flake form were added. The resultant mixture was stirred at 25° C. for 10 hours. After the reaction was completed the reaction mixture was neutralized with concentrated hydrochloric acid, and insolubles were filtered off. After the filtrate was concentrated under reduced pressure, the concentration residue was subjected to extraction with toluene, ... Reactants: COc1ccc2[nH]cc(CCCC(=O)O)c2c1, CC(C)N=C=NC(C)C, Cl, CN(C)C=O, O, On1nnc2ccccc21, NCC1COc2ccc(O)cc2O1. Yields the product COc1ccc2[nH]cc(CCCCNCC3COc4ccc(O)cc4O3)c2c1. As a reaction SMILES: [CH3:1][O:2][c:3]1[cH:4][c:5]2[c:6]([CH2:12][CH2:13][CH2:14][C:15]([OH:16])=[O:17])[cH:7][nH:8][c:9]2[cH:10][cH:11]1.[CH3:29][CH:30]([N:31]=[C:32]=[N:33][CH:34]([CH3:35])[CH3:36])[CH3:37].[ClH:38].[O:52]=[CH:53][N:54]([CH3:55])[CH3:56].[OH2:18].[OH:19][n:20]1[c:21]2[cH:22][cH:23][cH:24][cH:25][c:26]2[n:27][n:28]1.[OH:39][c:40]1[cH:41][cH:42][c:43]2[c:44]([cH:51]1)[O:45][CH:46]([CH2:49][NH2:50])[CH2:47][O:48]2>>[CH3:1][O:2][c:3]1[cH:4][c:5]2[c:6]([CH2:12][CH2:13][CH2:14][CH2:15][NH:50][CH2:49][CH:46]3[O:45][c:44]4[c:43]([cH:42][cH:41][c:40]([OH:39])[cH:51]4)[O:48][CH2:47]3)[cH:7][nH:8][c:9]2[cH:10][cH:11]1. Reactants: C=O (Paraformaldehyde), NC[C@](CCO[Si](C)(C)C(C)(C)C)(O)C1=CC=C(C=C1)F ((2R)-1-amino-4-{[tert-butyl(dimethyl)silyl]oxy}-2-(4-fluorophenyl)butan-2-ol), O (water). The solvent is C1=CC=CC=C1 (benzene). Product: [Si](C)(C)(C(C)(C)C)OCC[C@]1(CNCO1)C1=CC=C(C=C1)F ((5R)-5-(2-{[tert-butyl(dimethyl)silyl]oxy}ethyl)-5-(4-fluorophenyl)-1,3-oxazolidine). The yield is 104.2%. Reaction SMILES: [CH2:1]=O.[NH2:3][CH2:4][C@@:5]([C:17]1[CH:22]=[CH:21][C:20]([F:23])=[CH:19][CH:18]=1)([OH:16])[CH2:6][CH2:7][O:8][Si:9]([C:12]([CH3:15])([CH3:14])[CH3:13])([CH3:11])[CH3:10].O>C1C=CC=CC=1>[Si:9]([O:8][CH2:7][CH2:6][C@:5]1([C:17]2[CH:18]=[CH:19][C:20]([F:23])=[CH:21][CH:22]=2)[O:16][CH2:1][NH:3][CH2:4]1)([C:12]([CH3:15])([CH3:14])[CH3:13])([CH3:10])[CH3:11]. Procedure: Paraformaldehyde (18.50 g, 0.617 mol) was added to a solution of (2R)-1-amino-4-{[tert-butyl(dimethyl)silyl]oxy}-2-(4-fluorophenyl)butan-2-ol (128.92 g, 0.411 mol) in benzene (1000 mL), a water separator was mounted, and the mixture was stirred at reflux temperature for 4 hours. The reaction mixture was concentrated under reduced pressure to give 139.43 g of crude (5R)-5-(2-{[tert-butyl(dimethyl)silyl]oxy}ethyl)-5-(4-fluorophenyl)-1,3-oxazolidine as a brown oily substance. Reactants: C(C)(=O)OCC=1CS[C@H]2N(C1C(=O)OC(C)(C)C)C(C2N)=O (t-butyl 3-acetoxymethyl-7-aminoceph-3-em-4-carboxylate), C(C)(=O)OCC=1CS[C@H]2N(C1C(=O)OC(C)(C)C)C(C2NC=2NC=C(N2)COC)=O (t-butyl 3-acetoxymethyl-7-(4-methoxymethylimidazol-2-yl)aminoceph-3-em-4-carboxylate). Yields the product C(C)(=O)OCC=1CS[C@H]2N(C1C(=O)OC(C)(C)C)C(C2NC=2NC=C(N2)CSC)=O (t-butyl 3-acetoxymethyl-7-(4-methylthiomethylimidazol-2-yl)aminoceph-3-em-4-carboxylate). RXN SMILES: C(OCC1[CH2:7][S:8][C@@H]2C(N)C(=O)N2C=1C(OC(C)(C)C)=O)(=O)C.[C:23]([O:26][CH2:27][C:28]1[CH2:29][S:30][C@@H:31]2[CH:42]([NH:43][C:44]3[NH:45][CH:46]=[C:47]([CH2:49]OC)[N:48]=3)[C:41](=[O:52])[N:32]2[C:33]=1[C:34]([O:36][C:37]([CH3:40])([CH3:39])[CH3:38])=[O:35])(=[O:25])[CH3:24]>>[C:23]([O:26][CH2:27][C:28]1[CH2:29][S:30][C@@H:31]2[CH:42]([NH:43][C:44]3[NH:45][CH:46]=[C:47]([CH2:49][S:8][CH3:7])[N:48]=3)[C:41](=[O:52])[N:32]2[C:33]=1[C:34]([O:36][C:37]([CH3:38])([CH3:39])[CH3:40])=[O:35])(=[O:25])[CH3:24]. Procedure details: 4-Chloromethyl-2-fluoro-1-triphenylmethylimidazole was treated with methanethiol and triethylamine in THF solution to give 2-fluoro-4-methylthiomethyl-1-triphenylmethylimidazole. This was condensed with t-butyl 3-acetoxymethyl-7-aminoceph-3-em-4-carboxylate as for the starting material of Example 42 to give t-butyl 3-acetoxymethyl-7-(4-methylthiomethylimidazol-2-yl)aminoceph-3-em-4-carboxylate, having the following n.m.r. spectrum in d6DMSO: 1.5 (s, 9H); 2.0 (s, 6H); 3.5 (d, 2H); 3.8 (d, 2H); 4.... The reactants are C(=O)C=1SC(=CC1)SC (2-formyl-5-methylthiothiphene), C(#N)C=P(C1=CC=CC=C1)(C1=CC=CC=C1)C1=CC=CC=C1 (cyanomethylenetriphenylphosphorane). The solvent is C(Cl)(Cl)Cl (chloroform). Yields the product CSC1=CC=C(S1)C=CC#N (3-(5-methylthiothien-2-yl)-acrylonitrile). Yield: 79.2%. RXN SMILES: [CH:1]([C:3]1[S:4][C:5]([S:8][CH3:9])=[CH:6][CH:7]=1)=O.[C:10]([CH:12]=P(C1C=CC=CC=1)(C1C=CC=CC=1)C1C=CC=CC=1)#[N:11]>C(Cl)(Cl)Cl>[CH3:9][S:8][C:5]1[S:4][C:3]([CH:1]=[CH:12][C:10]#[N:11])=[CH:7][CH:6]=1. Procedure: A solution of 2-formyl-5-methylthiothiphene (9.11 g., 58 mmole) and cyanomethylenetriphenylphosphorane (19.1 g., 64 mmole) in chloroform (200 ml.) was stirred at room temperature for 1 hr., and was then heated under reflux for 10 mins. to complete the reaction. The solvent was removed, and the residue was triturated with dry ether (50 ml.). Colourless crystals of triphenylphosphine oxide (m.p. 156°-157°), were filtered off, and were washed with ether (10 ml.). The combined filtrates were evapora... Reactants: Nc1c[nH]c2ncc(Br)c(F)c12, C1CCOC1, O=C(Cl)C1CC1, [Li+], [OH-], O, O, c1ccncc1. The product is O=C(Nc1c[nH]c2ncc(Br)c(F)c12)C1CC1. As a reaction SMILES: [Br:1][c:2]1[c:3]([F:12])[c:4]2[c:5]([n:6][cH:7]1)[nH:8][cH:9][c:10]2[NH2:11].[CH2:28]1[O:29][CH2:30][CH2:31][CH2:32]1.[CH:13]1([C:16](=[O:17])[Cl:18])[CH2:14][CH2:15]1.[Li+:21].[OH-:20].[OH2:19].[OH2:33].[cH:22]1[cH:23][cH:24][n:25][cH:26][cH:27]1>>[Br:1][c:2]1[c:3]([F:12])[c:4]2[c:5]([n:6][cH:7]1)[nH:8][cH:9][c:10]2[NH:11][C:16]([CH:13]1[CH2:14][CH2:15]1)=[O:17]. Reaction SMILES: [NH2:1][C:2]1[C:7]([N+:8]([O-:10])=[O:9])=[CH:6][CH:5]=[C:4](Cl)[N:3]=1.[Cl:12][C:13]1[CH:18]=[CH:17][C:16](B(O)O)=[CH:15][CH:14]=1.C(=O)([O-])[O-].[Na+].[Na+].[Cl-].[Li+]>ClCCl.O.C1C=CC([P]([Pd]([P](C2C=CC=CC=2)(C2C=CC=CC=2)C2C=CC=CC=2)([P](C2C=CC=CC=2)(C2C=CC=CC=2)C2C=CC=CC=2)[P](C2C=CC=CC=2)(C2C=CC=CC=2)C2C=CC=CC=2)(C2C=CC=CC=2)C2C=CC=CC=2)=CC=1.C(O)C.C1(C)C=CC=CC=1.O>[Cl:12][C:13]1[CH:18]=[CH:17][C:16]([C:4]2[N:3]=[C:2]([NH2:1])[C:7]([N+:8]([O-:10])=[O:9])=[CH:6][CH:5]=2)=[CH:15][CH:14]=1 |f:2.3.4,5.6,10.11.12,^1:37,39,58,77|. Yields the product ClC1=CC=C(C=C1)C1=CC=C(C(=N1)N)[N+](=O)[O-] (6-(4-chlorophenyl)-3-nitropyridin-2-ylamine). Procedure details: Under a nitrogen atmosphere, 1 g (5.76 mmol) of 2-amino-6-chloro-3-nitropyridine is mixed with 1.26 g (8.07 mmol) of 4-chlorobenzeneboronic acid, 7.2 ml (14.4 mmol) of a 2M aqueous solution of sodium carbonate and 0.7 g (16.36 mmol) of lithium chloride in 44 ml of a pre-degassed mixture of ethanol/toluene/water (v/v: 1/1/0.4). 0.34 g (0.29 mmol) of tetrakis(triphenylphosphine)palladium(0) is added. The mixture is heated at 90° C. with stirring for 18 hours. The resulting mixture is cooled to amb... Solvent: ClCCl (dichloromethane), O (water), pre-degassed mixture, C(C)O.C1(=CC=CC=C1)C.O (ethanol toluene water). Reagents/catalysts: C=1C=CC(=CC1)[P](C=2C=CC=CC2)(C=3C=CC=CC3)[Pd]([P](C=4C=CC=CC4)(C=5C=CC=CC5)C=6C=CC=CC6)([P](C=7C=CC=CC7)(C=8C=CC=CC8)C=9C=CC=CC9)[P](C=1C=CC=CC1)(C=1C=CC=CC1)C=1C=CC=CC1 (tetrakis(triphenylphosphine)palladium(0)). Isolated yield 27.5%. Reaction conditions: temperature 90 celsius, time 18 hour. Reactants: NC1=NC(=CC=C1[N+](=O)[O-])Cl (2-amino-6-chloro-3-nitropyridine), ClC1=CC=C(C=C1)B(O)O (4-chlorobenzeneboronic acid), aqueous solution, C([O-])([O-])=O.[Na+].[Na+] (sodium carbonate), [Cl-].[Li+] (lithium chloride). Starting materials: COc1ccc(C(=O)O)cc1, CC#N, Nc1ccc2ccc(Br)nc2n1, O. The product is COc1ccc(C(=O)Nc2ccc3ccc(Br)nc3n2)cc1. As a reaction SMILES: [CH3:1][O:2][c:3]1[cH:4][cH:5][c:6]([C:9]([OH:10])=[O:11])[cH:7][cH:8]1.[CH3:24][C:25]#[N:26].[NH2:12][c:13]1[n:14][c:15]2[n:16][c:17]([Br:23])[cH:18][cH:19][c:20]2[cH:21][cH:22]1.[OH2:27]>>[CH3:1][O:2][c:3]1[cH:4][cH:5][c:6]([C:9](=[O:11])[NH:12][c:13]2[n:14][c:15]3[n:16][c:17]([Br:23])[cH:18][cH:19][c:20]3[cH:21][cH:22]2)[cH:7][cH:8]1.